Dataset: the Open Reaction Database (ORD), a public repository of structured organic reaction records. Task: describe an organic reaction: reactants, conditions, products, and yield The reactants are c1ccc(CN2CCCc3ccccc32)cc1, CN(C)C=O, CC(=O)[O-], ClCCCl, [Na+], O, O=P(Cl)(Cl)Cl. Yields the product O=Cc1ccc2c(c1)CCCN2Cc1ccccc1. As a reaction SMILES: [CH2:11]([c:12]1[cH:13][cH:14][cH:15][cH:16][cH:17]1)[N:18]1[CH2:19][CH2:20][CH2:21][c:22]2[cH:23][cH:24][cH:25][cH:26][c:27]21.[CH3:1][N:2]([CH:3]=[O:4])[CH3:5].[CH3:29][C:30](=[O:31])[O-:32].[Cl:33][CH2:34][CH2:35][Cl:36].[Na+:28].[OH2:37].[P:6]([Cl:7])([Cl:8])([Cl:9])=[O:10]>>[CH:3](=[O:4])[c:24]1[cH:23][c:22]2[c:27]([cH:26][cH:25]1)[N:18]([CH2:11][c:12]1[cH:13][cH:14][cH:15][cH:16][cH:17]1)[CH2:19][CH2:20][CH2:21]2. Reactants: ClC=1C=C2C(C(NC2=CC1)=O)=O (5-chloroisatin), Cl.NCC(=O)C1=CC=C(C=C1)C1=CC=C(C=C1)F (2-amino-1-(4'-fluoro-[1,1'-biphenyl]-4-yl)ethanone hydrochloride), O (water). Product: NC=1C(=NC2=CC=C(C=C2C1C(=O)O)Cl)C1=CC=C(C=C1)C1=CC=C(C=C1)F (3-Amino-6-chloro-2-(4'-fluoro[1,1'-biphenyl]-4-yl)-4-quinolinecarboxylic acid). As a reaction SMILES: [Cl:1][C:2]1[CH:3]=[C:4]2[C:8](=[CH:9][CH:10]=1)[NH:7][C:6](=[O:11])[C:5]2=O.Cl.[NH2:14][CH2:15][C:16]([C:18]1[CH:23]=[CH:22][C:21]([C:24]2[CH:29]=[CH:28][C:27]([F:30])=[CH:26][CH:25]=2)=[CH:20][CH:19]=1)=O.[OH2:31]>>[NH2:14][C:15]1[C:16]([C:18]2[CH:23]=[CH:22][C:21]([C:24]3[CH:29]=[CH:28][C:27]([F:30])=[CH:26][CH:25]=3)=[CH:20][CH:19]=2)=[N:7][C:8]2[C:4]([C:5]=1[C:6]([OH:11])=[O:31])=[CH:3][C:2]([Cl:1])=[CH:10][CH:9]=2 |f:1.2|. Procedure details: A basic aqueous solution of 4.54 g of 5-chloroisatin in water was reacted with 9.0 g of 2-amino-1-(4'-fluoro-[1,1'-biphenyl]-4-yl)ethanone hydrochloride by the procedure described in example 20, giving 6.2 g of the desired compound as a yellow solid, mp 255°-257° C. Reactants: FC=1C=CC2=C(C3=C4C(N(C=C4CN2C)S(=O)(=O)C2=CC=C(C)C=C2)=NC=C3)C1 (7-fluoro-4-methyl-1-tosyl-3,4-dihydro-1H-1,4,11-triazadibenzo[cd,f]azulene), C(C)(C)[N-]C(C)C.[Li+] (lithium diisopropylamide), II (iodine). The solvent is O1CCCC1 (tetrahydrofuran), O1CCCC1 (tetrahydrofuran). Run at temperature -75 celsius, time 2 hour. Yields the product FC=1C=CC2=C(C3=C4C(N(C(=C4CN2C)I)S(=O)(=O)C2=CC=C(C)C=C2)=NC=C3)C1 (7-fluoro-2-iodo-4-methyl-1-tosyl-3,4-dihydro-1H-1,4,11-triazadibenzo[cd,f]azulene). RXN SMILES: [F:1][C:2]1[CH:3]=[CH:4][C:5]2[N:14]([CH3:15])[CH2:13][C:12]3[C:8]4[C:9](=[N:26][CH:27]=[CH:28][C:7]=4[C:6]=2[CH:29]=1)[N:10]([S:16]([C:19]1[CH:25]=[CH:24][C:22]([CH3:23])=[CH:21][CH:20]=1)(=[O:18])=[O:17])[CH:11]=3.C([N-]C(C)C)(C)C.[Li+].[I:38]I>O1CCCC1>[F:1][C:2]1[CH:3]=[CH:4][C:5]2[N:14]([CH3:15])[CH2:13][C:12]3[C:8]4[C:9](=[N:26][CH:27]=[CH:28][C:7]=4[C:6]=2[CH:29]=1)[N:10]([S:16]([C:19]1[CH:25]=[CH:24][C:22]([CH3:23])=[CH:21][CH:20]=1)(=[O:17])=[O:18])[C:11]=3[I:38] |f:1.2|. Reported procedure: To a solution of Example 41C (26.6 g, 65.3 mmol) in tetrahydrofuran (326 mL) at −75° C. under nitrogen was added lithium diisopropylamide (49.0 mL, 98 mmol) dropwise. A solution of iodine (33.1 g, 131 mmol) in 250 mL tetrahydrofuran was added dropwise and the mixture was stirred at −75° C. for 2 hours. The reaction was quenched with saturated aqueous sodium thiosulfate and extracted with ethyl acetate (twice). The combined organics were dried over magnesium sulfate, filtered and concentrated. Th...